This data is from the Open Reaction Database (ORD), a public repository of structured organic reaction records. The task is: describe an organic reaction: reactants, conditions, products, and yield Starting materials: FC1=CC=C(C=C1)[N+](=O)[O-] (4-fluoronitrobenzene), CN(CCCN)C (3-dimethylaminopropylamine), C([O-])([O-])=O.[K+].[K+] (potassium carbonate), C(COCCOC)N(CCOCCOC)CCOCCOC (tris(3,6-dioxaheptyl)amine), ice. Product: CN(CCCNC1=CC=C(C=C1)[N+](=O)[O-])C (N-(3-dimethylaminopropyl)-4-nitroaniline). Isolated yield 85.0%. As a reaction SMILES: F[C:2]1[CH:7]=[CH:6][C:5]([N+:8]([O-:10])=[O:9])=[CH:4][CH:3]=1.[CH3:11][N:12]([CH3:17])[CH2:13][CH2:14][CH2:15][NH2:16].C(=O)([O-])[O-].[K+].[K+].C(N(CCOCCOC)CCOCCOC)COCCOC>>[CH3:11][N:12]([CH3:17])[CH2:13][CH2:14][CH2:15][NH:16][C:2]1[CH:7]=[CH:6][C:5]([N+:8]([O-:10])=[O:9])=[CH:4][CH:3]=1 |f:2.3.4|. Reported procedure: To a stirred solution of 4-fluoronitrobenzene (7 g, 50 mmol), 3-dimethylaminopropylamine (6.1 g, 60 mmol) and potassium carbonate (7 g, 50 mmol) in 25 ml of dimethylsulfoixde was added 0.2 g of tris(3,6-dioxaheptyl)amine (TDA-1). The heterogenous mixture was heated at 90° for 2 h. After cooling to room temperature, 110 g of crushed ice was added to precipitate out the yellow product in 85% yield (9.5 g, 43 mmol).